From a dataset of the Open Reaction Database (ORD), a public repository of structured organic reaction records. describe an organic reaction: reactants, conditions, products, and yield Yields the product FC(C1(CNCC1)O)(F)F (3-(trifluoromethyl)pyrrolidin-3-ol). Run at time 30 minute. Solvent: O1CCCC1 (tetrahydrofuran), CO (methanol). Reported procedure: A mixture of tert-butyl 3-oxopyrrolidine-1-carboxylate (600 mg), trimethyl(trifluoromethyl)silane (0.57 mL), 1M N,N,N-tributylbutane-1-aminium fluoride/tetrahydrofuran solution (0.50 mL) and tetrahydrofuran (6 mL) was stirred at room temperature for 30 min. Saturated aqueous ammonium chloride solution (2 mL) and 1M N,N,N-tributylbutane-1-aminium fluoride/tetrahydrofuran solution (1 mL) were added, and the reaction mixture was stirred at room temperature for 1 hr. The mixture was extracted with e... Starting materials: O=C1CN(CC1)C(=O)OC(C)(C)C (tert-butyl 3-oxopyrrolidine-1-carboxylate), C[Si](C(F)(F)F)(C)C (trimethyl(trifluoromethyl)silane), [F-].C(CCC)[N+](CCCC)(CCCC)CCCC.O1CCCC1 (N,N,N-tributylbutane-1-aminium fluoride tetrahydrofuran), [Cl-].[NH4+] (ammonium chloride), [F-].C(CCC)[N+](CCCC)(CCCC)CCCC.O1CCCC1 (N,N,N-tributylbutane-1-aminium fluoride tetrahydrofuran), Cl.C(C)(=O)OCC (hydrochloric acid ethyl acetate). Reaction SMILES: [O:1]=[C:2]1[CH2:6][CH2:5][N:4](C(OC(C)(C)C)=O)[CH2:3]1.C[Si](C)(C)[C:16]([F:19])([F:18])[F:17].[F-].C([N+](CCCC)(CCCC)CCCC)CCC.O1CCCC1.[Cl-].[NH4+].Cl.C(OCC)(=O)C>CO.O1CCCC1>[F:17][C:16]([F:19])([F:18])[C:2]1([OH:1])[CH2:6][CH2:5][NH:4][CH2:3]1 |f:2.3.4,5.6,7.8|. Reactants: C1CNC[C@H]2CCC3=C([C@H]12)C=CC=C3 (trans-1,2,3,4,4a, 5,6,10b-octahydrobenz[f]isoquinoline), C([O-])([O-])=O.[K+].[K+] (potassium carbonate), [N+](=O)([O-])C1=CC=C(CBr)C=C1 (4-nitrobenzyl bromide). The solvent is CN(C)C=O (DMF). The product is [N+](=O)([O-])C1=CC=C(CN2C[C@H]3CCC4=C([C@@H]3CC2)C=CC=C4)C=C1 (trans-1,2,3,4,4a,5,6,10b-Octahydro-3-(4'-nitrobenzyl)benz[f]isoquinoline). Isolated yield 19.8%. RXN SMILES: [CH2:1]1[C@@H:10]2[C@H:5]([CH2:6][CH2:7][C:8]3[CH:14]=[CH:13][CH:12]=[CH:11][C:9]=32)[CH2:4][NH:3][CH2:2]1.C(=O)([O-])[O-].[K+].[K+].[N+:21]([C:24]1[CH:31]=[CH:30][C:27]([CH2:28]Br)=[CH:26][CH:25]=1)([O-:23])=[O:22]>CN(C=O)C>[N+:21]([C:24]1[CH:31]=[CH:30][C:27]([CH2:28][N:3]2[CH2:2][CH2:1][C@@H:10]3[C@H:5]([CH2:6][CH2:7][C:8]4[CH:14]=[CH:13][CH:12]=[CH:11][C:9]=43)[CH2:4]2)=[CH:26][CH:25]=1)([O-:23])=[O:22] |f:1.2.3|. Procedure details: Following the procedure of Example 3, step 4, 0.153 g (0.815 mmol) of crude trans-1,2,3,4,4a, 5,6,10b-octahydrobenz[f]isoquinoline in 10 ml of anhydrous DMF was reacted with 0.124 g (0.897 mmol) of anhydrous potassium carbonate and 0.184 g (0.852 mmol) of 4-nitrobenzyl bromide. Chromatography on flash silica, eluting with 30-40% ethyl acetate/petroleum ether, gave 0.052 g (20%) of the title product as a white solid. The hydrochloride salt was made using ethereal hydrogen chloride. Upon evaporati... Starting materials: O=C([O-])[O-], CCOC(C)=O, CN(C)C=O, N#Cc1nc(Cl)cnc1Cl, [K+], [K+], O, Oc1ccc(OCc2ccccc2)cc1. The product is N#Cc1nc(Cl)cnc1Oc1ccc(OCc2ccccc2)cc1. Reaction SMILES: [C:26](=[O:27])([O-:28])[O-:29].[CH3:32][CH2:33][O:34][C:35](=[O:36])[CH3:37].[CH3:38][N:39]([CH3:40])[CH:41]=[O:42].[Cl:1][c:2]1[c:3]([C:9]#[N:10])[n:4][c:5]([Cl:8])[cH:6][n:7]1.[K+:30].[K+:31].[OH2:43].[OH:11][c:12]1[cH:13][cH:14][c:15]([O:16][CH2:17][c:18]2[cH:19][cH:20][cH:21][cH:22][cH:23]2)[cH:24][cH:25]1>>[c:2]1([O:11][c:12]2[cH:13][cH:14][c:15]([O:16][CH2:17][c:18]3[cH:19][cH:20][cH:21][cH:22][cH:23]3)[cH:24][cH:25]2)[c:3]([C:9]#[N:10])[n:4][c:5]([Cl:8])[cH:6][n:7]1. Procedure details: 5-Chloropentyl acetate (26.5 g, 0.16 mol) was added to a solution of sodium iodide (45 g, 0.30 mol) in dry acetone (200 ml). The resulting pale yellow solution was heated at reflux for 65 h, during which time a white solid separated (sodium chloride). The final mixture was cooled to room temperature and filtered to remove the NaCl, which was washed with acetone and diethyl ether, then dried under vacuum at 50° C. Expected yield of NaCl=9.4 g; isolated yield=9.47 g (100%). Starting materials: C(C)(=O)OCCCCCCl (5-Chloropentyl acetate), [I-].[Na+] (sodium iodide). As a reaction SMILES: [C:1]([O:4][CH2:5][CH2:6][CH2:7][CH2:8][CH2:9]Cl)(=[O:3])[CH3:2].[I-:11].[Na+]>CC(C)=O>[C:1]([O:4][CH2:5][CH2:6][CH2:7][CH2:8][CH2:9][I:11])(=[O:3])[CH3:2] |f:1.2|. Solvent: CC(=O)C (acetone). The product is C(C)(=O)OCCCCCI (5-Iodopentyl acetate). The reactants are N(=[N+]=[N-])C[C@H]1N(CCC1)C(=O)C1=CC=C(C=C1)Br ((S)-(2-(Azidomethyl)pyrrolidin-1-yl)(4-bromophenyl)methanone), C1(=CC=CC=C1)P(C1=CC=CC=C1)C1=CC=CC=C1 (triphenylphosphine). The solvent is O1CCCC1 (tetrahydrofuran), O (water). Run at temperature 60 celsius, time 5 hour. Yields the product NC[C@H]1N(CCC1)C(=O)C1=CC=C(C=C1)Br ((S)-(2-(Aminomethyl)pyrrolidin-1-yl)(4-bromophenyl)methanone). Yield: 99.2%. RXN SMILES: [N:1]([CH2:4][C@@H:5]1[CH2:9][CH2:8][CH2:7][N:6]1[C:10]([C:12]1[CH:17]=[CH:16][C:15]([Br:18])=[CH:14][CH:13]=1)=[O:11])=[N+]=[N-].C1(P(C2C=CC=CC=2)C2C=CC=CC=2)C=CC=CC=1>O1CCCC1.O>[NH2:1][CH2:4][C@@H:5]1[CH2:9][CH2:8][CH2:7][N:6]1[C:10]([C:12]1[CH:13]=[CH:14][C:15]([Br:18])=[CH:16][CH:17]=1)=[O:11]. Procedure: The title compound (194 mg, 0.63 mmol) produced in step (vi) of Reference Example 8 was dissolved in 10 ml of tetrahydrofuran and 1 ml of water, 852 mg (3.1 mmol) of triphenylphosphine was added to the solution, and the mixture was stirred at 60° C. for 5 hr. The reaction solution was concentrated under the reduced pressure, and the residue was purified by column chromatography on silica gel (chloroform:methanol=40:1 to 5:1) to give 177 mg (yield 100%) of the title compound. The reactants are COC1(CC(C1)CO)OC ((3,3-dimethoxy-cyclobutyl)-methanol), CC(C)([O-])C.[K+] (potassium t-butoxide), C(C1=CC=CC=C1)Br (benzyl bromide). Solvent: O1CCCC1 (tetrahydrofuran). Reaction conditions: time 30 minute. Product: COC1(CC(C1)COCC1=CC=CC=C1)OC ([(3,3-Dimethoxy-cyclobutyl)methoxymethyl]-benzene). The yield is 68.5%. As a reaction SMILES: [CH3:1][O:2][C:3]1([O:9][CH3:10])[CH2:6][CH:5]([CH2:7][OH:8])[CH2:4]1.CC(C)([O-])C.[K+].[CH2:17](Br)[C:18]1[CH:23]=[CH:22][CH:21]=[CH:20][CH:19]=1>O1CCCC1>[CH3:1][O:2][C:3]1([O:9][CH3:10])[CH2:6][CH:5]([CH2:7][O:8][CH2:17][C:18]2[CH:23]=[CH:22][CH:21]=[CH:20][CH:19]=2)[CH2:4]1 |f:1.2|. Procedure details: To a stirring solution of crude (3,3-dimethoxy-cyclobutyl)-methanol (11.9 g, 81.5 mmol) in 100 mL of tetrahydrofuran at room temperature was added a solution of potassium t-butoxide (163 mL, 1M tetrahydrofuran). The reaction was allowed to stir for 30 minutes and then benzyl bromide (10.2 mL, 85.6 mmol) was added. After 30 minutes TLC analysis indicated complete consumption of starting material. The reaction was quenched with water and diluted with methylene chloride. The organic layer was separ... Starting materials: O=[N+]([O-])c1ccc(Br)cc1, O=C([O-])[O-], COCCOC, [Na+], [Na+], O, c1ccc(P(c2ccccc2)(c2ccccc2)[Pd](P(c2ccccc2)(c2ccccc2)c2ccccc2)(P(c2ccccc2)(c2ccccc2)c2ccccc2)P(c2ccccc2)(c2ccccc2)c2ccccc2)cc1, OB(O)c1ccncc1. The product is O=[N+]([O-])c1ccc(-c2ccncc2)cc1. As a reaction SMILES: [Br:1][c:2]1[cH:3][cH:4][c:5]([N+:8](=[O:9])[O-:10])[cH:6][cH:7]1.[C:20](=[O:21])([O-:22])[O-:23].[CH3:26][O:27][CH2:28][CH2:29][O:30][CH3:31].[Na+:24].[Na+:25].[OH2:109].[cH:32]1[cH:33][cH:34][c:35]([P:36]([Pd:37]([P:38]([c:39]2[cH:40][cH:41][cH:42][cH:43][cH:44]2)([c:45]2[cH:46][cH:47][cH:48][cH:49][cH:50]2)[c:51]2[cH:52][cH:53][cH:54][cH:55][cH:56]2)([P:57]([c:58]2[cH:59][cH:60][cH:61][cH:62][cH:63]2)([c:64]2[cH:65][cH:66][cH:67][cH:68][cH:69]2)[c:70]2[cH:71][cH:72][cH:73][cH:74][cH:75]2)[P:76]([c:77]2[cH:78][cH:79][cH:80][cH:81][cH:82]2)([c:83]2[cH:84][cH:85][cH:86][cH:87][cH:88]2)[c:89]2[cH:90][cH:91][cH:92][cH:93][cH:94]2)([c:95]2[cH:96][cH:97][cH:98][cH:99][cH:100]2)[c:101]2[cH:102][cH:103][cH:104][cH:105][cH:106]2)[cH:107][cH:108]1.[n:11]1[cH:12][cH:13][c:14]([B:17]([OH:18])[OH:19])[cH:15][cH:16]1>>[c:2]1(-[c:14]2[cH:13][cH:12][n:11][cH:16][cH:15]2)[cH:3][cH:4][c:5]([N+:8](=[O:9])[O-:10])[cH:6][cH:7]1. The reactants are COc1c(Br)ccc2[nH]ncc12, C1CCOC1, C[Si](C)(C)CCOCCl, [H-], [Na+]. The product is COc1c(Br)ccc2c1cnn2COCC[Si](C)(C)C. Reaction SMILES: [Br:1][c:2]1[c:3]([O:11][CH3:12])[c:4]2[cH:5][n:6][nH:7][c:8]2[cH:9][cH:10]1.[CH2:24]1[O:25][CH2:26][CH2:27][CH2:28]1.[Cl:15][CH2:16][O:17][CH2:18][CH2:19][Si:20]([CH3:21])([CH3:22])[CH3:23].[H-:13].[Na+:14]>>[Br:1][c:2]1[c:3]([O:11][CH3:12])[c:4]2[cH:5][n:6][n:7]([CH2:16][O:17][CH2:18][CH2:19][Si:20]([CH3:21])([CH3:22])[CH3:23])[c:8]2[cH:9][cH:10]1. The reactants are COC(C(=S)NC)C1=NC=CC=C1 (2-methoxy-N-methyl- 2-(2-pyridyl)thioacetamide), N1CCOCC1 (morpholine), C=O (formaldehyde). The solvent is CO (methanol). Yields the product COC(C(=S)NC)(CN1CCOCC1)C1=NC=CC=C1 (2-methoxy-N-methyl-3-morpholino-2-(2-pyridyl)thiopropanamide). Reaction SMILES: [CH3:1][O:2][CH:3]([C:8]1[CH:13]=[CH:12][CH:11]=[CH:10][N:9]=1)[C:4]([NH:6][CH3:7])=[S:5].[NH:14]1[CH2:19][CH2:18][O:17][CH2:16][CH2:15]1.[CH2:20]=O>CO>[CH3:1][O:2][C:3]([C:8]1[CH:13]=[CH:12][CH:11]=[CH:10][N:9]=1)([CH2:20][N:14]1[CH2:19][CH2:18][O:17][CH2:16][CH2:15]1)[C:4]([NH:6][CH3:7])=[S:5]. Procedure details: A solution of 1.96 g. (0.01 mole) of 2-methoxy-N-methyl- 2-(2-pyridyl)thioacetamide in 20 ml. of methanol is treated with 1.3 g. (0.015 mole) of morpholine and 0.45 g. (0.015 mole) of formaldehyde. The mixture is refluxed for 48 hours. The solvents are removed in vacuo. The residue is recrystallized twice from 2-propanol to give 2-methoxy-N-methyl-3-morpholino-2-(2-pyridyl)thiopropanamide, m.p. 128°-132°C. The reactants are C1CCC2=NCCCN2CC1, COCCOC, Nc1nc(OS(=O)(=O)C(F)(F)F)c(F)c(-c2ccco2)n1, OCc1ccccn1. The product is Nc1nc(OCc2ccccn2)c(F)c(-c2ccco2)n1. As a reaction SMILES: [CH2:30]1[CH2:31][CH2:32][C:33]2=[N:38][CH2:37][CH2:36][CH2:35][N:34]2[CH2:39][CH2:40]1.[CH3:41][O:42][CH2:43][CH2:44][O:45][CH3:46].[NH2:1][c:2]1[n:3][c:4](-[c:17]2[o:18][cH:19][cH:20][cH:21]2)[c:5]([F:16])[c:6]([O:8][S:9]([C:10]([F:11])([F:12])[F:13])(=[O:14])=[O:15])[n:7]1.[OH:22][CH2:23][c:24]1[n:25][cH:26][cH:27][cH:28][cH:29]1>>[NH2:1][c:2]1[n:3][c:4](-[c:17]2[o:18][cH:19][cH:20][cH:21]2)[c:5]([F:16])[c:6]([O:8][CH2:23][c:24]2[n:25][cH:26][cH:27][cH:28][cH:29]2)[n:7]1.